Dataset: the Open Reaction Database (ORD), a public repository of structured organic reaction records. Task: describe an organic reaction: reactants, conditions, products, and yield The reactants are C1(=CC=C(C=C1)N=C=O)C (para-tolyl isocyanate), NC1=C(C(=NS1)C1=CC=C(C=C1)N)C(=O)N (5-amino-3-(4-aminophenyl)isothiazole-4-carboxamide), C(C)(C)N(C(C)C)CC (N,N-diisopropylethylamine), C1(=CC=C(C=C1)N=C=O)C (para-tolyl isocyanate). Solvent: C(Cl)Cl (DCM). Run at time 3.5 hour. The product is NC1=C(C(=NS1)C1=CC=C(C=C1)NC(=O)NC1=CC=C(C=C1)C)C(=O)N (5-Amino-3-[4-({[(4-methylphenyl)amino]carbonyl}amino)phenyl]isothiazole-4-carboxamide). Yield: 69.3%. Reaction SMILES: [NH2:1][C:2]1[S:6][N:5]=[C:4]([C:7]2[CH:12]=[CH:11][C:10]([NH2:13])=[CH:9][CH:8]=2)[C:3]=1[C:14]([NH2:16])=[O:15].C(N(CC)C(C)C)(C)C.[C:26]1([CH3:35])[CH:31]=[CH:30][C:29]([N:32]=[C:33]=[O:34])=[CH:28][CH:27]=1>C(Cl)Cl>[NH2:1][C:2]1[S:6][N:5]=[C:4]([C:7]2[CH:8]=[CH:9][C:10]([NH:13][C:33]([NH:32][C:29]3[CH:30]=[CH:31][C:26]([CH3:35])=[CH:27][CH:28]=3)=[O:34])=[CH:11][CH:12]=2)[C:3]=1[C:14]([NH2:16])=[O:15]. Procedure details: A mixture of 5-amino-3-(4-aminophenyl)isothiazole-4-carboxamide (25 mg, 0.11 mmol), N,N-diisopropylethylamine (0.047 mL, 0.27 mmol), and para-tolyl isocyanate (0.016 mL, 0.13 mmol) in 0.9 mL DCM was reacted at room temperature. After 1 hour an additional 0.006 mL para-tolyl isocyanate was added, and then 0.004 mL at 3.5 hrs. At 21 hours the reaction was quenched with 1 mL MeOH, stirred 10 min at rt, and then evaporated. The residue was triturated with EtOAc which afforded the title compound as a... Starting materials: CC(C)O, O=C(Nc1cccc(-c2nn3ccccc3c2-c2ccnc(Cl)n2)c1)c1c(F)cccc1F, Cl, COc1ccc(N)cc1O. The product is COc1ccc(Nc2nccc(-c3c(-c4cccc(NC(=O)c5c(F)cccc5F)c4)nn4ccccc34)n2)cc1O. Reaction SMILES: [CH:45]([OH:46])([CH3:47])[CH3:48].[Cl:1][c:2]1[n:3][cH:4][cH:5][c:6](-[c:8]2[c:9](-[c:17]3[cH:18][c:19]([NH:23][C:24]([c:25]4[c:26]([F:32])[cH:27][cH:28][cH:29][c:30]4[F:31])=[O:33])[cH:20][cH:21][cH:22]3)[n:10][n:11]3[c:12]2[cH:13][cH:14][cH:15][cH:16]3)[n:7]1.[ClH:44].[NH2:34][c:35]1[cH:36][cH:37][c:38]([O:42][CH3:43])[c:39]([OH:41])[cH:40]1>>[c:2]1([NH:34][c:35]2[cH:36][cH:37][c:38]([O:42][CH3:43])[c:39]([OH:41])[cH:40]2)[n:3][cH:4][cH:5][c:6](-[c:8]2[c:9](-[c:17]3[cH:18][c:19]([NH:23][C:24]([c:25]4[c:26]([F:32])[cH:27][cH:28][cH:29][c:30]4[F:31])=[O:33])[cH:20][cH:21][cH:22]3)[n:10][n:11]3[c:12]2[cH:13][cH:14][cH:15][cH:16]3)[n:7]1. Starting materials: C(C=C)C=1C=C2CCC(NC2=CC1OCC=C)=O (6-allyl-7-allyloxy-3,4-dihydro-2(1H)-quinolinone), C(C=C)C=1C=C2CCC(NC2=CC1OCC=C)=O (6-allyl-7-allyloxy-3,4-dihydro-2(1H)-quinolinone), C(C=C)C=1C(=CC=C2CCC(NC12)=O)OCC=C (8-allyl-7-allyloxy-3,4-dihydro-2(1H)-quinolinone), [H-].[Na+] (sodium hydride), C(C=CC1=CC=CC=C1)Br (cinnamyl bromide). The solvent is C1CCCC2=CC=CC=C12 (tetralin), CN(C=O)C (dimethylformamide). Run at time 3 hour. Yields the product C(C=C)C=1C=C2CCC(N(C2=C(C1O)CC=C)CC=CC1=CC=CC=C1)=O (6,8-diallyl-1-cinnamyl-3,4-dihydro-7-hydroxy-2(1H)-quinolinone). Isolated yield 33.4%. RXN SMILES: [CH2:1]([C:4]1[CH:5]=[C:6]2[C:11](=[CH:12][C:13]=1[O:14]CC=C)[NH:10][C:9](=[O:18])[CH2:8][CH2:7]2)[CH:2]=[CH2:3].[CH2:19]([C:22]1[C:23](OCC=C)=[CH:24][CH:25]=[C:26]2[C:31]=1NC(=O)CC2)[CH:20]=[CH2:21].[H-].[Na+].[CH2:39](Br)[CH:40]=[CH:41]C1C=CC=CC=1>CN(C)C=O.C1C2C(=CC=CC=2)CCC1>[CH2:1]([C:4]1[CH:5]=[C:6]2[C:11](=[C:12]([CH2:41][CH:40]=[CH2:39])[C:13]=1[OH:14])[N:10]([CH2:21][CH:20]=[CH:19][C:22]1[CH:23]=[CH:24][CH:25]=[CH:26][CH:31]=1)[C:9](=[O:18])[CH2:8][CH2:7]2)[CH:2]=[CH2:3] |f:2.3|. Procedure details: 2.4 Grams of the mixture of 6-allyl-7-allyloxy-3,4-dihydro-2(1H)-quinolinone and 6-allyl-7-allyloxy-3,4-dihydro-2(1H)-quinolinone as the reaction intermediate obtained in Example 14 was dissolved in 20 ml of dimethylformamide, then 0.6 g of 60% oily sodium hydride and 2.5 g of cinnamyl bromide were added thereto at room temperature and reacted similarly as in Reference example 7, there was obtained yellow oily product by treating thus obtained reaction mixture. Said oily product was dissolved in... The reactants are CCOC(=O)c1cn2ccc(Br)cc2n1, CC(C)C[AlH]CC(C)C, Cc1ccccc1, CO, ClCCl, Cl, [Na+], [OH-], O. The product is OCc1cn2ccc(Br)cc2n1. RXN SMILES: [Br:1][c:2]1[cH:3][c:4]2[n:5]([cH:6][cH:7]1)[cH:8][c:9]([C:11](=[O:12])[O:13][CH2:14][CH3:15])[n:10]2.[CH3:16][CH:17]([CH2:18][AlH:19][CH2:20][CH:21]([CH3:22])[CH3:23])[CH3:24].[CH3:31][c:32]1[cH:33][cH:34][cH:35][cH:36][cH:37]1.[CH3:39][OH:40].[Cl:28][CH2:29][Cl:30].[ClH:25].[Na+:27].[OH-:26].[OH2:38]>>[Br:1][c:2]1[cH:3][c:4]2[n:5]([cH:6][cH:7]1)[cH:8][c:9]([CH2:11][OH:12])[n:10]2. Reactants: C1CCOC1, O=C(Cl)CCl, Nc1ccc(-c2ccnc(Nc3ccc(N4CCOCC4)cc3)n2)cc1. Yields the product O=C(CCl)Nc1ccc(-c2ccnc(Nc3ccc(N4CCOCC4)cc3)n2)cc1. As a reaction SMILES: [CH2:32]1[O:33][CH2:34][CH2:35][CH2:36]1.[Cl:27][CH2:28][C:29](=[O:30])[Cl:31].[NH2:1][c:2]1[cH:3][cH:4][c:5](-[c:8]2[n:9][c:10]([NH:14][c:15]3[cH:16][cH:17][c:18]([N:21]4[CH2:22][CH2:23][O:24][CH2:25][CH2:26]4)[cH:19][cH:20]3)[n:11][cH:12][cH:13]2)[cH:6][cH:7]1>>[NH:1]([c:2]1[cH:3][cH:4][c:5](-[c:8]2[n:9][c:10]([NH:14][c:15]3[cH:16][cH:17][c:18]([N:21]4[CH2:22][CH2:23][O:24][CH2:25][CH2:26]4)[cH:19][cH:20]3)[n:11][cH:12][cH:13]2)[cH:6][cH:7]1)[C:29]([CH2:28][Cl:27])=[O:30]. Starting materials: BrCC(C(=O)OCC)=O (Ethyl bromopyruvate), NC1=NC=CC=C1 (2-aminopyridine). The solvent is COCCOC (ethylene glycol dimethyl ether). Conditions: time 1 hour. Yields the product [Br-].NC1=[N+](C=CC=C1)CC(C(=O)OCC)=O (2-Amino-1-(3-ethoxy-2,3-dioxopropyl)pyridinium bromide). As a reaction SMILES: [Br:1][CH2:2][C:3](=[O:9])[C:4]([O:6][CH2:7][CH3:8])=[O:5].[NH2:10][C:11]1[CH:16]=[CH:15][CH:14]=[CH:13][N:12]=1>COCCOC>[Br-:1].[NH2:10][C:11]1[CH:16]=[CH:15][CH:14]=[CH:13][N+:12]=1[CH2:2][C:3](=[O:9])[C:4]([O:6][CH2:7][CH3:8])=[O:5] |f:3.4|. Reported procedure: Ethyl bromopyruvate (51.9 g, 266 mmol) was added dropwise to a solution of 2-aminopyridine (25 g, 266 mmol) in ethylene glycol dimethyl ether (270 mL), and the reaction then stirred at room temperature for 1 hour. The resulting precipitate was filtered off, the solid washed with ether and dried to afford the title compound as a pale yellow solid, 71.9 g. Reactants: Example 37 ( A ), FC1=CC(=CC=C1)[N+](=O)[O-] (1-fluoro-3-nitrobenzene), C(=O)(OC(C)(C)C)N1CCNCC1 (1-Boc-piperazine). The product is C(C)(C)(C)OC(=O)N1CCN(CC1)C1=CC(=CC=C1)N (4-(3-Amino-phenyl)-piperazine-1-carboxylic acid tert-butyl ester). As a reaction SMILES: F[C:2]1[CH:7]=[CH:6][CH:5]=[C:4]([N+:8]([O-])=O)[CH:3]=1.[C:11]([N:18]1[CH2:23][CH2:22][NH:21][CH2:20][CH2:19]1)([O:13][C:14]([CH3:17])([CH3:16])[CH3:15])=[O:12]>>[C:14]([O:13][C:11]([N:18]1[CH2:23][CH2:22][N:21]([C:2]2[CH:7]=[CH:6][CH:5]=[C:4]([NH2:8])[CH:3]=2)[CH2:20][CH2:19]1)=[O:12])([CH3:17])([CH3:15])[CH3:16]. Reported procedure: Using the procedure outlined in Example 37 (A), the title compound was prepared from 1-fluoro-3-nitrobenzene (Ig, 7 mmol) and 1-Boc-piperazine (1.9 g, 10 mmol) 1H NMR (400 MHz, CDCl3) δ (ppm): 7.03 (t, J=8.0 Hz, 1H), 6.34 (d, J=8.2 Hz, 1H), 6.23 (m, 2H), 3.62 (br, 2H), 3.53 (m, 4H), 3.07 (m, 2H), 1.47 (s, 9H).